From a dataset of the Open Reaction Database (ORD), a public repository of structured organic reaction records. describe an organic reaction: reactants, conditions, products, and yield Reactants: NC(C(=O)N(CCC1=CC=CC=C1)C)C(C)C (2-amino-3,N-dimethyl-N-phenethyl-butyramide), [N+](=O)([O-])C=1C(=CC(=NC1)OC1=CC=CC=C1)C=O (5-nitro-2-phenoxy-pyridine-4-carbaldehyde), [OH-].[Na+] (Sodium hydroxide), C(C)(=O)O[BH-](OC(C)=O)OC(C)=O.[Na+] (Sodium triacetoxyborohydride). Run in C1CCOC1 (THF), ClCCl (dichloromethane). Run at time 5 hour. The product is CC(C(C(=O)N(CCC1=CC=CC=C1)C)NCC1=CC(=NC=C1[N+](=O)[O-])OC1=CC=CC=C1)C (3,N-Dimethyl-2-[(5-nitro-2-phenoxy-pyridin-4-ylmethyl)-amino]-N-phenethyl-butyramide). As a reaction SMILES: [NH2:1][CH:2]([CH:15]([CH3:17])[CH3:16])[C:3]([N:5]([CH3:14])[CH2:6][CH2:7][C:8]1[CH:13]=[CH:12][CH:11]=[CH:10][CH:9]=1)=[O:4].[N+:18]([C:21]1[C:22]([CH:34]=O)=[CH:23][C:24]([O:27][C:28]2[CH:33]=[CH:32][CH:31]=[CH:30][CH:29]=2)=[N:25][CH:26]=1)([O-:20])=[O:19].C(O[BH-](OC(=O)C)OC(=O)C)(=O)C.[Na+].[OH-].[Na+]>C1COCC1.ClCCl>[CH3:16][CH:15]([CH3:17])[CH:2]([NH:1][CH2:34][C:22]1[C:21]([N+:18]([O-:20])=[O:19])=[CH:26][N:25]=[C:24]([O:27][C:28]2[CH:29]=[CH:30][CH:31]=[CH:32][CH:33]=2)[CH:23]=1)[C:3]([N:5]([CH3:14])[CH2:6][CH2:7][C:8]1[CH:13]=[CH:12][CH:11]=[CH:10][CH:9]=1)=[O:4] |f:2.3,4.5|. Reported procedure: A mixture of 2-amino-3,N-dimethyl-N-phenethyl-butyramide (1.5 g, 6.48 mmol), 5-nitro-2-phenoxy-pyridine-4-carbaldehyde (1.5 g, 6.1 mmol), dichloromethane (75 mL), and THF (75 mL) was stirred for 5 hrs. Sodium triacetoxyborohydride (3.0 g, 14.25 mmol) was then added and the resulting mixture was stirred 16 hrs. Sodium hydroxide solution ([0.1 N], 100 mL) was added, the organic layer was separated, treated with MgSO4, filtered and the solvent evaporated to yield an oil. The oil was purified by col... Starting materials: CC1(C)CCCNc2ccccc21, [K+], O=[N+]([O-])[O-], [Na+], O=C([O-])O, O, O=S(=O)(O)O. The product is CC1(C)CCCNc2cc([N+](=O)[O-])ccc21. RXN SMILES: [CH3:6][C:7]1([CH3:18])[c:8]2[c:9]([cH:14][cH:15][cH:16][cH:17]2)[NH:10][CH2:11][CH2:12][CH2:13]1.[K+:5].[N+:1](=[O:2])([O-:3])[O-:4].[Na+:24].[O-:20][C:21]([OH:22])=[O:23].[OH2:19].[S:25](=[O:26])(=[O:27])([OH:28])[OH:29]>>[N+:1](=[O:2])([O-:4])[c:15]1[cH:14][c:9]2[c:8]([cH:17][cH:16]1)[C:7]([CH3:6])([CH3:18])[CH2:13][CH2:12][CH2:11][NH:10]2. The reactants are CN(C)C=O (DMF), P(=O)(Cl)(Cl)Cl (Phosphorus oxychloride), CN(C)C=O (DMF), [OH-].[Na+] (sodium hydroxide), CC(C(C)(C)C)=NNC(=O)N (Pinacolone semicarbazone). Solvent: C(C)OCC (diethyl ether), O (water). Conditions: temperature 60 celsius. Product: C(C)(C)(C)C1=NNC=C1C=O (3-Tert-butyl-1H-pyrazole-4-carbaldehyde). The yield is 6.3%. As a reaction SMILES: P(Cl)(Cl)(Cl)=O.CN([CH:9]=[O:10])C.[CH3:11][C:12](=[N:17][NH:18][C:19](N)=O)[C:13]([CH3:16])([CH3:15])[CH3:14].[OH-].[Na+]>O.C(OCC)C>[C:13]([C:12]1[C:11]([CH:9]=[O:10])=[CH:19][NH:18][N:17]=1)([CH3:16])([CH3:15])[CH3:14] |f:3.4|. Procedure: Phosphorus oxychloride (18.2 mL, 195 mmol) was added portionwise to DMF (30 mL, 387 mmol) at <5° C. Pinacolone semicarbazone (15.4 g, 97.6 mmol) was added over 1 h maintaining the temperature at <5° C. The reaction mixture became very thick so an additional quantity of DMF (10 mL) was added. The mixture was heated to 60° C. for 3.5 h then allowed to cool and poured into ice. The reaction was neutralised using sodium hydroxide (40 g, 1 mol) in water (130 mL) then heated at 60° C. for 5 min. The m... Starting materials: BrB(Br)Br, O=C([O-])O, COc1c(C)c(NC(=O)CC(C)(C)C)c(C)c2c1OCC2c1ccc(C(C)C)cc1, ClCCl, [Na+]. The product is Cc1c(O)c2c(c(C)c1NC(=O)CC(C)(C)C)C(c1ccc(C(C)C)cc1)CO2. Reaction SMILES: [B:31]([Br:32])([Br:33])[Br:34].[C:35](=[O:36])([O-:37])[OH:38].[CH:1]([CH3:2])([CH3:3])[c:4]1[cH:5][cH:6][c:7]([CH:10]2[CH2:11][O:12][c:13]3[c:14]2[c:15]([CH3:30])[c:16]([NH:22][C:23]([CH2:24][C:25]([CH3:26])([CH3:27])[CH3:28])=[O:29])[c:17]([CH3:21])[c:18]3[O:19][CH3:20])[cH:8][cH:9]1.[Cl:40][CH2:41][Cl:42].[Na+:39]>>[CH:1]([CH3:2])([CH3:3])[c:4]1[cH:5][cH:6][c:7]([CH:10]2[CH2:11][O:12][c:13]3[c:14]2[c:15]([CH3:30])[c:16]([NH:22][C:23]([CH2:24][C:25]([CH3:26])([CH3:27])[CH3:28])=[O:29])[c:17]([CH3:21])[c:18]3[OH:19])[cH:8][cH:9]1. Starting materials: C1(=CC=C(C=C1)S(=O)(=O)O)C (para-toluenesulfonic acid), O=C(C(C(=O)OCC)CC1=CC=C(C=C1)C(F)(F)F)C (ethyl 3-oxo-2-(4-(trifluoromethyl)benzyl)butanoate), Intermediate 26, C1(=CC=CC=C1)OC1=CC=CC=C1 (diphenyl ether), BrC1=CC=C(N)C=C1 (4-bromoaniline). Run in C1(=CC=CC=C1)C (toluene), Hexanes. Reaction conditions: temperature 125 celsius, time 16 hour. Yields the product BrC=1C=C2C(=C(C(=NC2=CC1)C)CC1=CC=C(C=C1)C(F)(F)F)O (6-Bromo-2-methyl-3-(4-(trifluoromethyl)benzyl)quinolin-4-ol). RXN SMILES: O=[C:2]([CH3:20])[CH:3]([CH2:9][C:10]1[CH:15]=[CH:14][C:13]([C:16]([F:19])([F:18])[F:17])=[CH:12][CH:11]=1)[C:4]([O:6]CC)=O.[Br:21][C:22]1[CH:28]=[CH:27][C:25]([NH2:26])=[CH:24][CH:23]=1.C1(C)C=CC(S(O)(=O)=O)=CC=1.C1(OC2C=CC=CC=2)C=CC=CC=1>C1(C)C=CC=CC=1>[Br:21][C:22]1[CH:23]=[C:24]2[C:25](=[CH:27][CH:28]=1)[N:26]=[C:2]([CH3:20])[C:3]([CH2:9][C:10]1[CH:11]=[CH:12][C:13]([C:16]([F:17])([F:18])[F:19])=[CH:14][CH:15]=1)=[C:4]2[OH:6]. Procedure details: A round-bottomed flask equipped with a Dean-Stark apparatus was charged with ethyl 3-oxo-2-(4-(trifluoromethyl)benzyl)butanoate (7.00 g, 24.3 mmol, Intermediate 26: step a), 4-bromoaniline (4.20 g, 24.2 mmol), para-toluenesulfonic acid (0.418 g, 2.4 mmol), and toluene (121 mL). The mixture was heated to 125° C. After 16 hours, the flask was cooled to room temperature. The toluene was removed by rotary evaporation to provide an orange colored solid. A mixture of the solid and diphenyl ether (48.4... The reactants are C(=O)(O)C1(NCC(N1)=O)CCC(=O)O (2-carboxy-4-oxo-2-imidazolidine-propanoic acid), C[Si](N[Si](C)(C)C)(C)C (hexamethyldisilazane), C[Si](Cl)(C)C (trimethylchlorosilane). The solvent is C(C)#N (acetonitrile). Reaction conditions: time 10 minute. The product is O=C1NC2(N(C1)C(CC2)=O)C(=O)O (2,5-Dioxohexahydro-1H-pyrrolo[1,2-a]imidazole-7a-carboxylic acid). Yield: 49.4%. Reaction SMILES: [C:1]([C:4]1([CH2:10][CH2:11][C:12]([OH:14])=O)[NH:8][C:7](=[O:9])[CH2:6][NH:5]1)([OH:3])=[O:2].C[Si](C)(C)N[Si](C)(C)C.C[Si](C)(C)Cl>C(#N)C>[O:9]=[C:7]1[CH2:6][N:5]2[C:12](=[O:14])[CH2:11][CH2:10][C:4]2([C:1]([OH:3])=[O:2])[NH:8]1. Reported procedure: A mixture of 2-carboxy-4-oxo-2-imidazolidine-propanoic acid (2 g, 9.89 mmol), hexamethyldisilazane (20 mol) and trimethylchlorosilane (10 ml) in dry acetonitrile (50 ml) was refluxed under nitrogen for 4 hours. After cooling, the precipitate was filtered off and the filtrate was evaporated under vacuum. The residue was dissolved in methanol (20 ml) containing some drops of concentrated hydrochloric acid and stirred for 10 minutes. The insoluble material was filtered off and the filtrate was evap...